From a dataset of the Open Reaction Database (ORD), a public repository of structured organic reaction records. describe an organic reaction: reactants, conditions, products, and yield Starting materials: 90, C1=CC=CC=C1 (benzene), 22, ClC1=C(C=CC(=C1)Cl)CC#N (2,4-dichlorobenzeneacetonitrile), 39, [OH-].[K+] (potassium hydroxide), 17, ClC1=CC=C(C=C1)[N+](=O)[O-] (1-chloro-4-nitrobenzene). The solvent is N1=CC=CC=C1 (pyridine), N1=CC=CC=C1 (pyridine), N1=CC=CC=C1 (pyridine). Run at temperature -5 celsius, time 10 hour. The product is ClC1=C(C=CC(=C1)Cl)C(C#N)C1=CC=C(C=C1)[N+](=O)[O-] (2,4-dichloro-α-(4-nitrophenyl)benzeneacetonitrile). As a reaction SMILES: [OH-].[K+].Cl[C:4]1[CH:9]=[CH:8][C:7]([N+:10]([O-:12])=[O:11])=[CH:6][CH:5]=1.[Cl:13][C:14]1[CH:19]=[C:18]([Cl:20])[CH:17]=[CH:16][C:15]=1[CH2:21][C:22]#[N:23].C1C=CC=CC=1>N1C=CC=CC=1>[Cl:13][C:14]1[CH:19]=[C:18]([Cl:20])[CH:17]=[CH:16][C:15]=1[CH:21]([C:4]1[CH:9]=[CH:8][C:7]([N+:10]([O-:12])=[O:11])=[CH:6][CH:5]=1)[C:22]#[N:23] |f:0.1|. Procedure details: To a solution of 39 parts of potassium hydroxide in 39 parts of pyridine is added a solution of 17 parts of 1-chloro-4-nitrobenzene in 46 parts of pyridine. The whole is cooled to -5° C and there is added dropwise a solution of 22 parts of 2,4-dichlorobenzeneacetonitrile in pyridine, while still cooling at -5° C. Upon completion, stirring is continued for 10 hours at 0° C. After the addition of 90 parts of benzene, the product is precipitated. It is filtered off, washed on the filter with benzen...